This data is from the Open Reaction Database (ORD), a public repository of structured organic reaction records. The task is: describe an organic reaction: reactants, conditions, products, and yield Starting materials: OC1=C(C=C(C=C1)CC(=O)O)OC1=C(C=C(C=C1)C(F)(F)F)CN1C(O[C@@H]([C@@H]1C)C1=CC=CC=C1)=O ({4-hydroxy-3-[2-((4S,5R)-4-methyl-2-oxo-5-phenyl-oxazolidin-3-ylmethyl)-4-trifluoromethyl-phenoxy]-phenyl}-acetic acid), C([O-])([O-])=O.[Cs+].[Cs+] (cesium carbonate), C(C1=CC=CC=C1)Br (benzyl bromide). Run in CN(C)C=O (DMF). Reaction conditions: time 3 day. The product is C(C1=CC=CC=C1)OC(CC1=CC(=C(C=C1)OCC1=CC=CC=C1)OC1=C(C=C(C=C1)C(F)(F)F)CN1C(O[C@@H]([C@@H]1C)C1=CC=CC=C1)=O)=O ({4-Benzyloxy-3-[2-((4S,5R)-4-methyl-2-oxo-5-phenyl-oxazolidin-3-ylmethyl)-4-trifluoromethyl-phenoxy]-phenyl}-acetic acid benzyl ester). As a reaction SMILES: [OH:1][C:2]1[CH:7]=[CH:6][C:5]([CH2:8][C:9]([OH:11])=[O:10])=[CH:4][C:3]=1[O:12][C:13]1[CH:18]=[CH:17][C:16]([C:19]([F:22])([F:21])[F:20])=[CH:15][C:14]=1[CH2:23][N:24]1[C@@H:28]([CH3:29])[C@@H:27]([C:30]2[CH:35]=[CH:34][CH:33]=[CH:32][CH:31]=2)[O:26][C:25]1=[O:36].C(=O)([O-])[O-].[Cs+].[Cs+].[CH2:43](Br)[C:44]1[CH:49]=[CH:48][CH:47]=[CH:46][CH:45]=1>CN(C=O)C>[CH2:43]([O:10][C:9](=[O:11])[CH2:8][C:5]1[CH:6]=[CH:7][C:2]([O:1][CH2:8][C:5]2[CH:6]=[CH:7][CH:2]=[CH:3][CH:4]=2)=[C:3]([O:12][C:13]2[CH:18]=[CH:17][C:16]([C:19]([F:20])([F:21])[F:22])=[CH:15][C:14]=2[CH2:23][N:24]2[C@@H:28]([CH3:29])[C@@H:27]([C:30]3[CH:35]=[CH:34][CH:33]=[CH:32][CH:31]=3)[O:26][C:25]2=[O:36])[CH:4]=1)[C:44]1[CH:49]=[CH:48][CH:47]=[CH:46][CH:45]=1 |f:1.2.3|. Procedure details: To {4-hydroxy-3-[2-((4S,5R)-4-methyl-2-oxo-5-phenyl-oxazolidin-3-ylmethyl)-4-trifluoromethyl-phenoxy]-phenyl}-acetic acid (0.07 g, 0.14 mmol) and cesium carbonate (0.09 g, 0.28 mmol) in DMF was added benzyl bromide (0.03 mL, 0.28 mmol), and the reaction was stirred at room temperature for 3 days. The mixture was partitioned between H2O and EtOAc, and the aqueous layer was extracted with EtOAc. The combined organic layers were dried over MgSO4, filtered, and concentrated to give the desired produ... Reactants: NC1=C(C(=NO1)C)Br (5-amino-4-bromo-3-methylisoxazole), S1C(=CC=C1)S(=O)(=O)Cl (2-thiophenesulfonyl chloride). Yields the product BrC=1C(=NOC1NS(=O)(=O)C=1SC=CC1)C (N-(4-Bromo-3-methyl-5-isoxazolyl)-2-thiophenesulfonamide). Yield: 34.0%. Reaction SMILES: [NH2:1][C:2]1[O:6][N:5]=[C:4]([CH3:7])[C:3]=1[Br:8].[S:9]1[CH:13]=[CH:12][CH:11]=[C:10]1[S:14](Cl)(=[O:16])=[O:15]>>[Br:8][C:3]1[C:4]([CH3:7])=[N:5][O:6][C:2]=1[NH:1][S:14]([C:10]1[S:9][CH:13]=[CH:12][CH:11]=1)(=[O:16])=[O:15]. Reported procedure: N-(4-Bromo-3-methyl-5-isoxazolyl)-2-thiophenesulfonamide was prepared from 5-amino-4-bromo-3-methylisoxazole and 2-thiophenesulfonyl chloride according to the procedures described in Example 5. The crude product was purified by recrystallization from ethyl acetate/hexanes to give a crystalline solid, m.p. 125°-127° C., yield 34%.